This data is from the Open Reaction Database (ORD), a public repository of structured organic reaction records. The task is: describe an organic reaction: reactants, conditions, products, and yield Starting materials: [O-]CC.[Na+] (Sodium ethoxide), C(C)OC(=O)C=C(CP(OCC)(OCC)=O)C (diethyl 3-ethoxycarbonyl-2-methylprop-2-enylphosphonate), CSC(CCCC(CC=O)C)(C)C (7-methylthio-3,7-dimethyloctan-1-al), CN(C=O)C (dimethylformamide). The solvent is O (water). Reaction conditions: time 16 hour. Product: CSC(CC=CC(=CC(=O)OCC)C)(CCCC(C)C)C (ethyl 7-methylthio-3,7,11-trimethyldodeca-2,4-dienoate). As a reaction SMILES: [O-][CH2:2]C.[Na+].[CH2:5]([O:7][C:8]([CH:10]=[C:11]([CH3:21])[CH2:12]P(=O)(OCC)OCC)=[O:9])[CH3:6].[CH3:22][S:23][C:24]([CH3:34])([CH3:33])[CH2:25][CH2:26][CH2:27][CH:28]([CH3:32])[CH2:29]C=O.CN(C)C=O>O>[CH3:22][S:23][C:24]([CH3:33])([CH2:25][CH2:26][CH2:27][CH:28]([CH3:29])[CH3:32])[CH2:34][CH:2]=[CH:12][C:11]([CH3:21])=[CH:10][C:8]([O:7][CH2:5][CH3:6])=[O:9] |f:0.1|. Procedure: Sodium ethoxide (490 mg.) is added, during about 10 minutes and under nitrogen, to a stirred solution of diethyl 3-ethoxycarbonyl-2-methylprop-2-enylphosphonate (1.93 g.) and 7-methylthio-3,7-dimethyloctan-1-al (1.35 g.) in 20 ml. of dimethylformamide, cooled to 0°. The reaction mixture is stirred at room temperature for about 16 hours and then is diluted with water and extracted with ether. The ethereal extracts are washed with brine, dried over calcium sulfate and evaporated to yield ethyl 7-m... As a reaction SMILES: [C:1]([CH2:6][C:7]([O:9][CH2:10][CH3:11])=[O:8])(=[O:5])[CH:2]([CH3:4])[CH3:3].[N:12]1[CH:17]=[CH:16][CH:15]=[CH:14][C:13]=1[CH:18]=O>C1C=CC=CC=1.C(O)(=O)C.N1CCCCC1>[CH3:3][CH:2]([CH3:4])[C:1](=[O:5])[C:6](=[CH:18][C:13]1[CH:14]=[CH:15][CH:16]=[CH:17][N:12]=1)[C:7]([O:9][CH2:10][CH3:11])=[O:8]. Reactants: C(C(C)C)(=O)CC(=O)OCC (ethyl isobutyrylacetate), N1=C(C=CC=C1)C=O (pyridine-2-carboxaldehyde). Procedure details: To a solution of ethyl isobutyrylacetate (15.78 g, 99.7 mmol) and pyridine-2-carboxaldehyde (10.7 g, 99.9 mmol) in dry benzene (100 mL) at room temperature under argon was added acetic acid (0.30 mL, 5.2 mmol) and piperidine (0.80 mL, 8.1 mmol). After stirring at room tempertaure for 1 hour and at reflux for 3 hours, the cooled mixture was washed with water, saturated NaHCO3 and saturated NaCl solutions, dried (Na2SO4) ) and concentrated in vacuo. The crude product was purified by flash chromato... Yield: 83.6%. The reagents and catalysts are C(C)(=O)O (acetic acid), N1CCCCC1 (piperidine). The product is CC(C(C(C(=O)OCC)=CC1=NC=CC=C1)=O)C (4-Methyl-3-oxo-2-(2-pyridinylmethylene)-pentanoic acid, ethyl ester). Reaction conditions: time 1 hour. The solvent is C1=CC=CC=C1 (benzene).